This data is from the Open Reaction Database (ORD), a public repository of structured organic reaction records. The task is: describe an organic reaction: reactants, conditions, products, and yield Starting materials: FC(C1=CC(=NC=2N1N=CC2C(=O)O)C2=CC(=C(C=C2)C(F)(F)F)F)F (7-difluoromethyl-5-(3-fluoro-4-trifluoromethyl-phenyl)-pyrazolo[1,5-a]pyrimidine-3-carboxylic acid), CS(=O)(=O)C=1C=C(C=CC1)N (3-methanesulfonyl-phenylamine), Cl (hydrochloride). Product: CS(=O)(=O)C=1C=C(C=CC1)NC(=O)C=1C=NN2C1N=C(C=C2C(F)F)C2=CC(=C(C=C2)C(F)(F)F)F (7-Difluoromethyl-5-(3-fluoro-4-trifluoromethyl-phenyl)-pyrazolo[1,5-a]pyrimidine-3-carboxylic acid(3-methanesulfonyl-phenyl)-amide). As a reaction SMILES: [F:1][CH:2]([F:26])[C:3]1[N:8]2[N:9]=[CH:10][C:11]([C:12](O)=[O:13])=[C:7]2[N:6]=[C:5]([C:15]2[CH:20]=[CH:19][C:18]([C:21]([F:24])([F:23])[F:22])=[C:17]([F:25])[CH:16]=2)[CH:4]=1.[CH3:27][S:28]([C:31]1[CH:32]=[C:33]([NH2:37])[CH:34]=[CH:35][CH:36]=1)(=[O:30])=[O:29].Cl>>[CH3:27][S:28]([C:31]1[CH:32]=[C:33]([NH:37][C:12]([C:11]2[CH:10]=[N:9][N:8]3[C:3]([CH:2]([F:26])[F:1])=[CH:4][C:5]([C:15]4[CH:20]=[CH:19][C:18]([C:21]([F:22])([F:24])[F:23])=[C:17]([F:25])[CH:16]=4)=[N:6][C:7]=23)=[O:13])[CH:34]=[CH:35][CH:36]=1)(=[O:29])=[O:30]. Reported procedure: The title compound was prepared from 7-difluoromethyl-5-(3-fluoro-4-trifluoromethyl-phenyl)-pyrazolo[1,5-a]pyrimidine-3-carboxylic acid (example C.16) and 3-methanesulfonyl-phenylamine [commercially available as hydrochloride] according to general procedure II. Light brown solid. MS (ISP) 527.0 [(M+H)+]; mp 238° C. Starting materials: BrC1=CC=C2CN3C(C2=C1)=NN=C3C=3C(=NOC3C)C3=CC=CC=C3 (8-bromo-3-(5-methyl-3-phenylisoxazol-4-yl)-5H-[1,2,4]triazolo[3,4-a]isoindole), CN(C)C=O (DMF). Reagents/catalysts: [C-]#N.[Zn+2].[C-]#N (zinc cyanide). Reaction conditions: temperature 80 celsius. The product is CC1=C(C(=NO1)C1=CC=CC=C1)C1=NN=C2N1CC1=CC=C(C=C21)C#N (3-(5-Methyl-3-phenylisoxazol-4-yl)-5H-[1,2,4]triazolo[3,4-α]isoindole-8-carbonitrile). The yield is 6.0%. Reaction SMILES: Br[C:2]1[CH:10]=[C:9]2[C:5]([CH2:6][N:7]3[C:13]([C:14]4[C:15]([C:20]5[CH:25]=[CH:24][CH:23]=[CH:22][CH:21]=5)=[N:16][O:17][C:18]=4[CH3:19])=[N:12][N:11]=[C:8]32)=[CH:4][CH:3]=1.[CH3:26][N:27](C=O)C>[C-]#N.[Zn+2].[C-]#N>[CH3:19][C:18]1[O:17][N:16]=[C:15]([C:20]2[CH:25]=[CH:24][CH:23]=[CH:22][CH:21]=2)[C:14]=1[C:13]1[N:7]2[CH2:6][C:5]3[C:9]([C:8]2=[N:11][N:12]=1)=[CH:10][C:2]([C:26]#[N:27])=[CH:3][CH:4]=3 |f:2.3.4|. Procedure: A mixture of 8-bromo-3-(5-methyl-3-phenylisoxazol-4-yl)-5H-[1,2,4]triazolo[3,4-a]isoindole (300 mg) (prepared as in Example 4), zinc cyanide (187 mg), and DMF (5 ml) was degassed with a stream of N2 for 0.5 h. Tetrakis(triphenylphosphine) palladium(0) (20 mg) was added and the reaction heated to 80° C. for 2 days. The reaction mixture was cooled, poured into 10% ammonium hydroxide solution and extracted into EtOAc, dried (MgSO4), and concentrated under reduced pressure. The residue was purified ...